From a dataset of the Open Reaction Database (ORD), a public repository of structured organic reaction records. describe an organic reaction: reactants, conditions, products, and yield Starting materials: N1C=C(C2=CC=CC=C12)CC1CCNCC1 (4-(3-indolylmethyl)piperidine), ClCCN1S(C=2C3=C1C=CC=C3C=CC2)(=O)=O (2-(2-chloroethyl)naphtho[1,8-cd]isothiazole 1,1-dioxide), C(O)([O-])=O.[Na+] (sodium hydrogen carbonate). Run in CN(C=O)C (dimethylformamide). The product is N1C=C(C2=CC=CC=C12)CC1CCN(CC1)CCN1S(C=2C3=C1C=CC=C3C=CC2)(=O)=O (2-{2-[4-(3-Indolylmethyl)piperidino]ethyl}naphtho[1,8-cd]isothiazole 1,1-dioxide). The yield is 48.1%. RXN SMILES: [NH:1]1[C:9]2[C:4](=[CH:5][CH:6]=[CH:7][CH:8]=2)[C:3]([CH2:10][CH:11]2[CH2:16][CH2:15][NH:14][CH2:13][CH2:12]2)=[CH:2]1.Cl[CH2:18][CH2:19][N:20]1[C:24]2[CH:25]=[CH:26][CH:27]=[C:28]3[CH:29]=[CH:30][CH:31]=[C:22]([C:23]=23)[S:21]1(=[O:33])=[O:32].C(=O)([O-])O.[Na+]>CN(C)C=O>[NH:1]1[C:9]2[C:4](=[CH:5][CH:6]=[CH:7][CH:8]=2)[C:3]([CH2:10][CH:11]2[CH2:16][CH2:15][N:14]([CH2:18][CH2:19][N:20]3[C:24]4[CH:25]=[CH:26][CH:27]=[C:28]5[CH:29]=[CH:30][CH:31]=[C:22]([C:23]=45)[S:21]3(=[O:33])=[O:32])[CH2:13][CH2:12]2)=[CH:2]1 |f:2.3|. Procedure: A mixture of 4-(3-indolylmethyl)piperidine (0.4 g), 2-(2-chloroethyl)naphtho[1,8-cd]isothiazole 1,1-dioxide (0.53 g), sodium hydrogen carbonate (0.17 g) and dimethylformamide (10 cc) is brought to reflux for 12 hours. After evaporation to dryness at 80° C. under reduced pressure (20 mm Hg; 2.7 kPa), the residue is taken up with water (30 cc) and extracted with ethyl acetate (2×50 cc). The combined organic phases are dried over magnesium sulphate and taken to dryness at 80° C. under reduced press... Reactants: O=C([O-])[O-], Cc1ncc(C#C[Si](C)(C)C)cc1[N+](=O)[O-], CO, [K+], [K+]. Yields the product C#Cc1cnc(C)c([N+](=O)[O-])c1. RXN SMILES: [C:17](=[O:18])([O-:19])[O-:20].[CH3:1][c:2]1[n:3][cH:4][c:5]([C:11]#[C:12][Si:13]([CH3:14])([CH3:15])[CH3:16])[cH:6][c:7]1[N+:8](=[O:9])[O-:10].[CH3:23][OH:24].[K+:21].[K+:22]>>[CH3:1][c:2]1[n:3][cH:4][c:5]([C:11]#[CH:12])[cH:6][c:7]1[N+:8](=[O:9])[O-:10]. Reactants: C(C1=CC=CC=C1)OC1=CC=C(C=C1)[C@@H]1CC[C@H](CC1)N (trans 4-(4-benzyloxy-phenyl)-cyclohexyl-amine), C(=O)([O-])[O-].[K+].[K+] (K2CO3), BrCCCC1=CC=C(C=C1)C (1-(3-Bromo-propyl)-4-methyl-benzene), CC(CC)=O (2-butanone). Run in O (Water). Reaction conditions: time 48 hour. Product: C(C1=CC=CC=C1)OC1=CC=C(C=C1)[C@H]1CC[C@H](CC1)NCCCC1=CC=C(C=C1)C (cis-[4-(4-benzyloxy-phenyl)-cyclohexyl]-(3-p-tolyl-propyl)-amine). Isolated yield 9.8%. Reaction SMILES: [CH2:1]([O:8][C:9]1[CH:14]=[CH:13][C:12]([C@H:15]2[CH2:20][CH2:19][C@H:18]([NH2:21])[CH2:17][CH2:16]2)=[CH:11][CH:10]=1)[C:2]1[CH:7]=[CH:6][CH:5]=[CH:4][CH:3]=1.C([O-])([O-])=O.[K+].[K+].Br[CH2:29][CH2:30][CH2:31][C:32]1[CH:37]=[CH:36][C:35]([CH3:38])=[CH:34][CH:33]=1.CC(=O)CC>O>[CH2:1]([O:8][C:9]1[CH:10]=[CH:11][C:12]([C@@H:15]2[CH2:20][CH2:19][C@H:18]([NH:21][CH2:29][CH2:30][CH2:31][C:32]3[CH:37]=[CH:36][C:35]([CH3:38])=[CH:34][CH:33]=3)[CH2:17][CH2:16]2)=[CH:13][CH:14]=1)[C:2]1[CH:3]=[CH:4][CH:5]=[CH:6][CH:7]=1 |f:1.2.3|. Reported procedure: A mixture of cis and trans 4-(4-benzyloxy-phenyl)-cyclohexyl-amine (preparation see under example 43a, 1.25 g, 4.44 mmol), K2CO3 (1.23 g, 8.88 mmol), 1-(3-Bromo-propyl)-4-methyl-benzene (1.18 g, 4.44 mmol) and 2-butanone was stirred at 80° for 48 h. Water was then added and the products were extracted with EtOAc. The organic layer was dried (Na2SO4), evaporated and the residue was purified by chromatography (SiO2, CH2Cl2—MeOH—aq. NH3 140:10:1) to give cis-[4-(4-benzyloxy-phenyl)-cyclohexyl]-(3-p... Starting materials: C(C)(C)[Mg]Cl (i-PrMgCl), BrC1=CSC=2N=CN=C(C21)Cl (5-bromo-4-chlorothieno[2,3-d]pyrimidine), CCS(=O)([O-])=S (methylmethanethiosulfonate). The solvent is C1CCOC1 (THF), C1CCOC1 (THF). Reaction conditions: temperature 0 celsius, time 20 minute. Product: ClC=1C2=C(N=CN1)SC=C2SC (4-Chloro-5-methylthiothieno[2,3-d]pyrimidine). The yield is 127.7%. RXN SMILES: Br[C:2]1[C:10]2[C:9]([Cl:11])=[N:8][CH:7]=[N:6][C:5]=2[S:4][CH:3]=1.C([Mg]Cl)(C)C.C[CH2:18][S:19](=S)([O-])=O>C1COCC1>[Cl:11][C:9]1[C:10]2[C:2]([S:19][CH3:18])=[CH:3][S:4][C:5]=2[N:6]=[CH:7][N:8]=1. Reported procedure: 5-bromo-4-chlorothieno[2,3-d]pyrimidine (750 mg, 3.0 mmol) was partially dissolved in anh. THF (8 mL), cooled to 0° C. and treated in portions with a 2M THF solution of i-PrMgCl (2.0 mL, 4.0 mmol). After 20 minutes, this solution was treated dropwise with methylmethanethiosulfonate (460 μl, 570 mg, 4.5 mmol). The cooling bath was removed and the mixture was stirred for 4 hours at 25° C. The reaction was quenched with saturated aqueous NH4Cl and extracted with EtOAc. The organic phase was washed ...